From a dataset of the Open Reaction Database (ORD), a public repository of structured organic reaction records. describe an organic reaction: reactants, conditions, products, and yield The reactants are C(C1=CC=CC=C1)OC=1C=CC2=C(C(=NNC2=O)C2=CC=CC=C2)N1 (2-Benzyloxy-8-phenyl-6H-pyrido[2,3-d]pridazin-5-one), P(=O)(Cl)(Cl)Cl (phosphorus oxychloride). The product is C(C1=CC=CC=C1)OC=1C=CC=2C(=C(N=NC2Cl)C2=CC=CC=C2)N1 (2-benzyloxy-5-chloro-8-phenylpyrido[2,3-d]pyridazine). As a reaction SMILES: [CH2:1]([O:8][C:9]1[CH:10]=[CH:11][C:12]2[C:17](=O)[NH:16][N:15]=[C:14]([C:19]3[CH:24]=[CH:23][CH:22]=[CH:21][CH:20]=3)[C:13]=2[N:25]=1)[C:2]1[CH:7]=[CH:6][CH:5]=[CH:4][CH:3]=1.P(Cl)(Cl)([Cl:28])=O>>[CH2:1]([O:8][C:9]1[CH:10]=[CH:11][C:12]2[C:13]([N:25]=1)=[C:14]([C:19]1[CH:24]=[CH:23][CH:22]=[CH:21][CH:20]=1)[N:15]=[N:16][C:17]=2[Cl:28])[C:2]1[CH:7]=[CH:6][CH:5]=[CH:4][CH:3]=1. Procedure: 2-Benzyloxy-8-phenyl-6H-pyrido[2,3-d]pridazin-5-one (845 mg) was stirred in phosphorus oxychloride (30 ml) at reflux for 4 h. The solvent was removed in vacuo and the residue was purified by flash chromatography on silica gel, eluting with ethyl acetate, yielding 2-benzyloxy-5-chloro-8-phenylpyrido[2,3-d]pyridazine as a pale yellow solid (950 mg). 1H NMR (400 MHz, DMSO) δ5.50 (2H, s), 7.35 (5H, m), 7.58 (3H, m), 7.65 (1H, d, J=9.0 Hz), 8.06 (2H, m), 8.60 (1H, d, J=9.0 Hz); MS (ES+) m/e 348, 350 ... Reactants: N#CC1CCC2=C(C1)c1ccccc1Oc1ccccc12, OCCOCCO, [K+], [OH-], O. The product is O=C(O)C1CCC2=C(C1)c1ccccc1Oc1ccccc12. RXN SMILES: [C:1](#[N:2])[CH:3]1[CH2:4][C:5]2=[C:6]([c:7]3[c:8]([cH:16][cH:17][cH:18][cH:19]3)[O:9][c:10]3[c:11]2[cH:12][cH:13][cH:14][cH:15]3)[CH2:20][CH2:21]1.[CH2:23]([OH:24])[CH2:26][O:25][CH2:27][CH2:28][OH:29].[K+:31].[OH-:30].[OH2:22]>>[C:1]([CH:3]1[CH2:4][C:5]2=[C:6]([c:7]3[c:8]([cH:16][cH:17][cH:18][cH:19]3)[O:9][c:10]3[c:11]2[cH:12][cH:13][cH:14][cH:15]3)[CH2:20][CH2:21]1)(=[O:22])[OH:25]. Starting materials: ClC(Cl)Cl, [N-]=[N+]=[N-], [Na+], O=C(O)C12CC3CC1CC(N1CCCS1(=O)=O)(C3)C2, O, O=S(=O)(O)O. The product is NC12CC3CC1CC(N1CCCS1(=O)=O)(C3)C2. Reaction SMILES: [Cl:29][CH:30]([Cl:31])[Cl:32].[N-:25]=[N+:26]=[N-:27].[Na+:28].[O:1]=[S:2]1(=[O:19])[N:3]([C:7]23[CH2:8][C:9]4([C:16]([OH:17])=[O:18])[CH2:10][CH:11]([CH2:12][CH:13]4[CH2:14]2)[CH2:15]3)[CH2:4][CH2:5][CH2:6]1.[OH2:33].[S:20](=[O:21])(=[O:22])([OH:23])[OH:24]>>[O:1]=[S:2]1(=[O:19])[N:3]([C:7]23[CH2:8][C:9]4([NH2:25])[CH2:10][CH:11]([CH2:12][CH:13]4[CH2:14]2)[CH2:15]3)[CH2:4][CH2:5][CH2:6]1. Starting materials: CC1=C(C=CC(=C1)C)[N+]#[C-] (2,4-dimethylphenylisonitrile), isocyanodichloride, C(C)#N (acetonitrile), ClCl (chlorine), [N-]=[N+]=[N-].[Na+] (sodium azide), CC(=O)C (acetone). Conditions: time 1 hour. Reaction SMILES: C[C:2]1[CH:7]=[C:6]([CH3:8])[CH:5]=[CH:4][C:3]=1[N+]#[C-].C(#N)C.ClCl.[N-]=[N+]=[N-].[Na+].[CH3:20][C:21]([CH3:23])=[O:22]>O>[CH:21]([O:22][CH:6]([CH3:7])[CH3:8])([CH3:23])[CH3:20].[CH3:6][CH2:7][CH2:2][CH2:3][CH2:4][CH3:5] |f:3.4,7.8|. The solvent is O (water). Procedure: A solution of 2,4-dimethylphenylisonitrile (Ugi, et al., Angew. Chem. Internat. Ed. (Engl.) 4, 472 (1965)) (14.8 g., 0.11 mole) in 100 ml. of acetonitrile was stirred at ice bath temperature while chlorine gas was bubbled in. When tlc indicated that the isonitrile had been consumed, the solvent was removed in vacuo, leaving 22.7 g. of the oily isocyanodichloride. To a solution of the latter in 130 ml. of acetone was added a solution of 7.3 g. (0.11 mole) of sodium azide in 25 ml. of water. After... Product: C(C)(C)OC(C)C.CCCCCC (isopropyl ether hexane). Reactants: C=1C=CC2=C(C1)N=NN2O (HOBt), CCN=C=NCCCN(C)C.Cl (EDCI hydrochloride), CN1C(N(C(C=2C1=CSC2C)=O)C)=O (1,3,5-trimethylthieno[3,4-d]pyrimidine-2,4(1H,3H)-dione), FC=1C=C(C=C(C1C(F)(F)F)F)C=1N=C(SC1)N (4-[3,5-difluoro-4-(trifluoromethyl)phenyl]-1,3-thiazol-2-amine). Reagents/catalysts: CN(C)C=1C=CN=CC1 (DMAP). Run in ClCCCl (1,2 dichloroethane). Product: FC=1C=C(C=C(C1C(F)(F)F)F)C=1N=C(SC1)NC(CC1=CSC=2N(C(N(C(C21)=O)C)=O)C)=O (N-{4-[3,5-Difluoro-4-(trifluoromethyl)phenyl]-1,3-thiazol-2-yl}-2-(1,3-dimethyl-2,4-dioxo-1,2,3,4-tetrahydrothieno[2,3-d]pyrimidin-5-yl)acetamide), product. As a reaction SMILES: [CH3:1][N:2]1[C:7]2=[CH:8][S:9][C:10](C)=[C:6]2[C:5](=[O:12])[N:4]([CH3:13])[C:3]1=[O:14].[F:15][C:16]1[CH:17]=[C:18]([C:27]2[N:28]=[C:29]([NH2:32])[S:30][CH:31]=2)[CH:19]=[C:20]([F:26])[C:21]=1[C:22]([F:25])([F:24])[F:23].CCN=C=NC[CH2:39][CH2:40]N(C)C.Cl.C1C=CC2N([OH:54])N=NC=2C=1>CN(C1C=CN=CC=1)C.ClCCCl>[F:15][C:16]1[CH:17]=[C:18]([C:27]2[N:28]=[C:29]([NH:32][C:39](=[O:54])[CH2:40][C:7]3[C:6]4[C:5](=[O:12])[N:4]([CH3:13])[C:3](=[O:14])[N:2]([CH3:1])[C:10]=4[S:9][CH:8]=3)[S:30][CH:31]=2)[CH:19]=[C:20]([F:26])[C:21]=1[C:22]([F:25])([F:23])[F:24] |f:2.3|. Procedure details: The title compound was prepared according to the general procedure (Method A) by coupling Intermediate 1 (100 mg, 0.393 mmol) with 4-[3,5-difluoro-4-(trifluoromethyl)phenyl]-1,3-thiazol-2-amine (110 mg, 0.393 mmol) in the presence of EDCI hydrochloride (90 mg, 0.472 mmol), HOBt (16 mg, 0.117 mmol) and DMAP (5 mg, 0.039 mmol) in 1,2 dichloroethane (4 ml) to give 30 mg of the product as an off-white solid; 1H NMR (300 MHz, DMSO-d6) δ 3.19 (s, 3H), 3.47 (s, 3H), 4.07 (s, 2H), 7.07 (s, 1H), 7.83 (s,... Starting materials: ClC1=CC=C(C=C1)CCC(O)C1CC1 (2-(4-chlorophenyl)ethyl cyclopropyl carbinol), C1, P(Br)(Br)Br (phosphorus tribromide), [Br-].[Li+] (lithium bromide). The reagents and catalysts are [Br-].[Zn+2].[Br-] (zinc bromide). Product: ClC1=CC=C(C=C1)CCC=CCCBr (6-(4-Chlorophenyl)-3-hexenyl bromide). RXN SMILES: [Cl:1][C:2]1[CH:7]=[CH:6][C:5]([CH2:8][CH2:9][CH:10]([CH:12]2[CH2:14][CH2:13]2)O)=[CH:4][CH:3]=1.P(Br)(Br)[Br:16].[Br-].[Li+]>[Br-].[Zn+2].[Br-]>[Cl:1][C:2]1[CH:7]=[CH:6][C:5]([CH2:8][CH2:9][CH:10]=[CH:12][CH2:13][CH2:14][Br:16])=[CH:4][CH:3]=1 |f:2.3,4.5.6|. Procedure: 6-(4-Chlorophenyl)-3-hexenyl bromide [V; Ar is 4-ClC6H4, R is H] was prepared from 21 g. of 2-(4-chlorophenyl)ethyl cyclopropyl carbinol (Preparation B7), 23 g. of phosphorus tribromide, 18.85 g. of lithium bromide and 22.5 g. of zinc bromide according to the procedure given above in Preparation C1, affording 25.5 g. of product as an oil. Starting materials: [NH4+].[OH-] (NH4OH), C1(CC1)NC1=C(C=CC=C1[N+](=O)[O-])OC (N-cyclopropyl-2-methoxy-6-nitroaniline), BrBr (bromine), BrBr (Bromine). The solvent is C(Cl)Cl (DCM), O (H2O), CO (MeOH). Conditions: time 1 hour. Product: BrC1=CC(=C(NC2CC2)C(=C1)[N+](=O)[O-])OC (4-bromo-N-cyclopropyl-2-methoxy-6-nitroaniline). Reaction SMILES: [CH:1]1([NH:4][C:5]2[C:10]([N+:11]([O-:13])=[O:12])=[CH:9][CH:8]=[CH:7][C:6]=2[O:14][CH3:15])[CH2:3][CH2:2]1.[Br:16]Br.[NH4+].[OH-]>CO.C(Cl)Cl.O>[Br:16][C:8]1[CH:9]=[C:10]([N+:11]([O-:13])=[O:12])[C:5]([NH:4][CH:1]2[CH2:3][CH2:2]2)=[C:6]([O:14][CH3:15])[CH:7]=1 |f:2.3|. Procedure details: N-cyclopropyl-2-methoxy-6-nitroaniline (1.05 g, 5.04 mmol) was dissolved in MeOH (25 mL). Bromine (0.27 mL, 5.2 mmol) was added dropwise over 1 min, and the resulting mixture was stirred 1 h. Additional bromine (0.05 mL, 0.98 mmol) was then added and the resulting mixture was stirred for an additional 30 min. The mixture was then diluted with DCM (75 mL) and H2O (50 mL), and the aqueous phase was basified with saturated aqueous NH4OH (2 mL). The phases were separated, and the aqueous phase was e...